Task: describe an organic reaction: reactants, conditions, products, and yield. Dataset: the Open Reaction Database (ORD), a public repository of structured organic reaction records The reactants are C=CCc1c(C)cc(C)cc1O, CO, Cl, [Na+], [OH-]. The product is Cc1cc(C)c2c(c1)OC(C)C2. As a reaction SMILES: [CH2:1]([CH:2]=[CH2:3])[c:4]1[c:5]([OH:12])[cH:6][c:7]([CH3:11])[cH:8][c:9]1[CH3:10].[CH3:16][OH:17].[ClH:13].[Na+:15].[OH-:14]>>[CH2:1]1[CH:2]([CH3:3])[O:12][c:5]2[c:4]1[c:9]([CH3:10])[cH:8][c:7]([CH3:11])[cH:6]2. The reactants are C(C)(=O)C1=C(C(=O)O)C=CC=C1 (2- acetylbenzoic acid), BrC(C(=O)OCC)C(=O)OCC (diethyl bromomalonate), [OH-].[K+] (potassium hydroxide). Solvent: C(C)O (ethanol). Reaction conditions: time 2 hour. The product is CC1=C(OC(=O)C2=CC=CC=C12)C(=O)O (4-Methylisocoumarin -3- carboxylic acid). As a reaction SMILES: [C:1]([C:4]1[CH:12]=[CH:11][CH:10]=[CH:9][C:5]=1[C:6]([OH:8])=[O:7])(=O)[CH3:2].Br[CH:14](C(OCC)=O)[C:15]([O:17]CC)=[O:16].[OH-].[K+]>C(O)C>[CH3:2][C:1]1[C:4]2[C:5](=[CH:9][CH:10]=[CH:11][CH:12]=2)[C:6](=[O:7])[O:8][C:14]=1[C:15]([OH:17])=[O:16] |f:2.3|. Procedure: A mixture of 2- acetylbenzoic acid (6.21g), diethyl bromomalonate (9.0g.) and potassium hydroxide (2.12g.) in ethanol (50ml.) was heated under reflux for 6 hours. The cooled mixture was evaporated to dryness, water (100ml.) added and extracted with ether. The combined ethereal extracts were washed with water, dried and evaporated to dryness. The residue was heated under reflux with a mixture of concentrated hydrochloric acid (160ml.) -- acetic acid (100ml.) for two hours, cooled poured into iced... The reactants are C1(=CC=CC=C1)C1=CC(OC=2CCCC(C12)=O)=O (4-phenyl-5,6,7,8-tetrahydro-cumarin- 5-one), N (ammonia). Product: C1(=CC=CC=C1)C1=CC(NC=2CCCC(C12)=O)=O (4-Phenyl-7,8-dihydro-2,5(1H,6H)-quinolinedione). Reaction SMILES: [C:1]1([C:7]2[C:16]3[C:15](=[O:17])[CH2:14][CH2:13][CH2:12][C:11]=3[O:10][C:9](=O)[CH:8]=2)[CH:6]=[CH:5][CH:4]=[CH:3][CH:2]=1.[NH3:19]>>[C:1]1([C:7]2[C:16]3[C:15](=[O:17])[CH2:14][CH2:13][CH2:12][C:11]=3[NH:19][C:9](=[O:10])[CH:8]=2)[CH:6]=[CH:5][CH:4]=[CH:3][CH:2]=1. Procedure: Prepared from 4-phenyl-5,6,7,8-tetrahydro-cumarin- 5-one (melting point: 167°-168° C., prepared from ethyl benzoylacetate and cyclohexan-1,3-dione) and methanolic ammonia in an autoclave over a period of one hour at 135° C. Reactants: C(C)(=O)C1=C(C=CC=C1)O (2-acetylphenol), C(C)(=O)C1=C(C=CC=C1)S (2-acetylthiophenol). Solvent: C(C)OC(C)=O (ethylacetate). The product is O1C2C(=CC=C1)C=CC=C2 (benzo[b]pyran). Reaction SMILES: [C:1]([C:4]1[CH:9]=[CH:8][CH:7]=[CH:6][C:5]=1[OH:10])(=O)[CH3:2].[C:11](C1C=CC=CC=1S)(=O)C>C(OC(=O)C)C>[O:10]1[CH:11]=[CH:2][CH:1]=[C:4]2[CH:9]=[CH:8][CH:7]=[CH:6][CH:5]12. Reported procedure: Alternatively, such a 2-acetylphenol or 2-acetylthiophenol is condensed with ethylacetate and cyclized with dehydration to form a benzo[b]pyran which is then condensed with a Grignard reagent, e.g., ##STR10## Starting materials: ClCCCS(=O)(=O)N1CCC(CC1)C1=NNC2=C(C=C(C=C12)C=1SC=CC1)C(=O)N (3-{1-[(3-chloropropyl)sulfonyl]-4-piperidinyl}-5-(2-thienyl)-1H-indazole-7-carboxamide), C(=O)([O-])[O-].[K+].[K+] (K2CO3), [I-].[Na+] (sodium iodide), CNC (dimethyl amine). Solvent: CN(C)C=O (DMF). Yields the product CN(CCCS(=O)(=O)N1CCC(CC1)C1=NNC2=C(C=C(C=C12)C=1SC=CC1)C(=O)N)C (3-(1-{[3-(dimethylamino)propyl]sulfonyl}-4-piperidinyl)-5-(2-thienyl)-1H-indazole-7-carboxamide). Yield: 38.5%. As a reaction SMILES: Cl[CH2:2][CH2:3][CH2:4][S:5]([N:8]1[CH2:13][CH2:12][CH:11]([C:14]2[C:22]3[C:17](=[C:18]([C:28]([NH2:30])=[O:29])[CH:19]=[C:20]([C:23]4[S:24][CH:25]=[CH:26][CH:27]=4)[CH:21]=3)[NH:16][N:15]=2)[CH2:10][CH2:9]1)(=[O:7])=[O:6].C([O-])([O-])=O.[K+].[K+].[I-].[Na+].[CH3:39][NH:40][CH3:41]>CN(C=O)C>[CH3:39][N:40]([CH3:41])[CH2:2][CH2:3][CH2:4][S:5]([N:8]1[CH2:13][CH2:12][CH:11]([C:14]2[C:22]3[C:17](=[C:18]([C:28]([NH2:30])=[O:29])[CH:19]=[C:20]([C:23]4[S:24][CH:25]=[CH:26][CH:27]=4)[CH:21]=3)[NH:16][N:15]=2)[CH2:10][CH2:9]1)(=[O:7])=[O:6] |f:1.2.3,4.5|. Procedure: The title compound was prepared according to the general procedure of Example 38b. Thus, 3-{1-[(3-chloropropyl)sulfonyl]-4-piperidinyl}-5-(2-thienyl)-1H-indazole-7-carboxamide (Example 46a) (0.076 mmol) in DMF (4 mL) was reacted with K2CO3 (22 mg, 0.16 mmol), sodium iodide (2 mg) and dimethyl amine (0.2 mL, 0.4 mmol) to afford the title compound (13.9 mg, 38%). Reactants: FC1=C(C=C(C=C1)OC)C1=C(C=C(C=C1)OCC1=CC=C(C=C1)OC)C(CC(C)(C)C)O (1-(2′-fluoro-5′-methoxy-4-((4-methoxybenzyl)oxy)biphenyl-2-yl)-3,3-dimethylbutan-1-ol), C(C)(C)(C)C1=CC(=C(C(=C1)C)S(F)(F)F)C (4-(tert-butyl)-2,6-dimethylphenylsulfur trifluoride), C(O)([O-])=O.[Na+] (sodium hydrogen carbonate). Solvent: C1(=CC=CC=C1)C (toluene). Run at temperature 0 celsius, time 20 minute. Product: FC1=C(C=C(C=C1)OC)C1=C(C=C(C=C1)OCC1=CC=C(C=C1)OC)C(CC(C)(C)C)F (2′-fluoro-2-(1-fluoro-3,3-dimethylbutyl)-5′-methoxy-4-((4-methoxybenzyl)oxy)biphenyl). RXN SMILES: [F:1][C:2]1[CH:7]=[CH:6][C:5]([O:8][CH3:9])=[CH:4][C:3]=1[C:10]1[CH:15]=[CH:14][C:13]([O:16][CH2:17][C:18]2[CH:23]=[CH:22][C:21](OC)=[CH:20][CH:19]=2)=[CH:12][C:11]=1[CH:26](O)[CH2:27][C:28]([CH3:31])([CH3:30])[CH3:29].C(C1C=C(C)C(S(F)(F)[F:45])=C(C)C=1)(C)(C)C.[C:49](=[O:52])([O-])O.[Na+]>C1(C)C=CC=CC=1>[F:1][C:2]1[CH:7]=[CH:6][C:5]([O:8][CH3:9])=[CH:4][C:3]=1[C:10]1[CH:15]=[CH:14][C:13]([O:16][CH2:17][C:18]2[CH:23]=[CH:22][C:21]([O:52][CH3:49])=[CH:20][CH:19]=2)=[CH:12][C:11]=1[CH:26]([F:45])[CH2:27][C:28]([CH3:30])([CH3:31])[CH3:29] |f:2.3|. Procedure details: To a solution of 1-(2′-fluoro-5′-methoxy-4-((4-methoxybenzyl)oxy)biphenyl-2-yl)-3,3-dimethylbutan-1-ol (220 mg) in toluene (5 mL) was added 4-(tert-butyl)-2,6-dimethylphenylsulfur trifluoride (188 mg) at 0° C., and the mixture was stirred at 0° C. for 20 min. To the reaction mixture was added saturated aqueous sodium hydrogen carbonate solution, and the mixture was extracted with ethyl acetate. The extract was washed with saturated brine, and dried over anhydrous sodium sulfate. The solvent was ... Reactants: O1C(CCCC1)OCC1=CC(=NC=C1)N1CCNCC1 (1-(4-((tetrahydro-2H-pyran-2-yloxy)methyl)pyridin-2-yl)piperazine), ClC(=O)OCC1=CC=CC=C1 (benzyl chloroformate). Run in CO (MeOH), [OH-].[Na+] (NaOH). Conditions: time 8 hour. Yields the product O1C(CCCC1)OCC1=CC(=NC=C1)N1CCN(CC1)C(=O)OCC1=CC=CC=C1 (benzyl 4-(4-((tetrahydro-2H-pyran-2-yloxy)methyl)pyridin-2-yl)piperazine-1-carboxylate). The yield is 58.0%. Reaction SMILES: [O:1]1[CH2:6][CH2:5][CH2:4][CH2:3][CH:2]1[O:7][CH2:8][C:9]1[CH:14]=[CH:13][N:12]=[C:11]([N:15]2[CH2:20][CH2:19][NH:18][CH2:17][CH2:16]2)[CH:10]=1.Cl[C:22]([O:24][CH2:25][C:26]1[CH:31]=[CH:30][CH:29]=[CH:28][CH:27]=1)=[O:23]>CO.[OH-].[Na+]>[O:1]1[CH2:6][CH2:5][CH2:4][CH2:3][CH:2]1[O:7][CH2:8][C:9]1[CH:14]=[CH:13][N:12]=[C:11]([N:15]2[CH2:20][CH2:19][N:18]([C:22]([O:24][CH2:25][C:26]3[CH:31]=[CH:30][CH:29]=[CH:28][CH:27]=3)=[O:23])[CH2:17][CH2:16]2)[CH:10]=1 |f:3.4|. Procedure: To a solution of 1-(4-((tetrahydro-2H-pyran-2-yloxy)methyl)pyridin-2-yl)piperazine (8.5 g, 30.6 mmol) in MeOH (30 mL), NaOH (2 M, 31 mL) was slowly added at RT, followed by the addition of benzyl chloroformate (6.4 g, 37 mmol) in portions at 0° C. The mixture was stirred at RT overnight. The solution was concentrated and diluted with H2O (500 mL), extracted with EtOAc (3×200 mL). The combined organic layers were washed with H2O (100 mL) and brine (50 mL), dried over Na2SO4, filtered, and concent... The reactants are CSC1=NN=NN1C1=CC=CC=C1 (5-methylthio-1-phenyltetrazole), F[B-](F)(F)F.C(C)[O+](CC)CC (triethyloxonium fluoroborate). Solvent: ClCCl (dichloromethane). Yields the product F[B-](F)(F)F.C(C)N1N=[N+](C(=N1)SC)C1=CC=CC=C1 (3-ethyl-5-methylthio-1-phenyltetrazolium fluoroborate). RXN SMILES: [CH3:1][S:2][C:3]1[N:7]([C:8]2[CH:13]=[CH:12][CH:11]=[CH:10][CH:9]=2)[N:6]=[N:5][N:4]=1.[F:14][B-:15]([F:18])([F:17])[F:16].[CH2:19]([O+](CC)CC)[CH3:20]>ClCCl>[F:14][B-:15]([F:18])([F:17])[F:16].[CH2:19]([N:5]1[N:4]=[C:3]([S:2][CH3:1])[N+:7]([C:8]2[CH:9]=[CH:10][CH:11]=[CH:12][CH:13]=2)=[N:6]1)[CH3:20] |f:1.2,4.5|. Reported procedure: A process which comprises reacting 5-methylthio-1-phenyltetrazole and triethyloxonium fluoroborate at a temperature of between about 15° and 40° C. in anhydrous dichloromethane to yield 3-ethyl-5-methylthio-1-phenyltetrazolium fluoroborate and isolating said fluoroborate.